From a dataset of the Open Reaction Database (ORD), a public repository of structured organic reaction records. describe an organic reaction: reactants, conditions, products, and yield The reactants are O=C([O-])[O-], CO, Fc1ccc(S)cc1, [K+], [K+], CCC(C)C(CC)SC(C#C[Si](C)(C)C)=Nc1ccccc1. The product is CCC(C)C(CC)SC(C=CSc1ccc(F)cc1)=Nc1ccccc1. As a reaction SMILES: [C:23](=[O:24])([O-:25])[O-:26].[CH3:37][OH:38].[F:29][c:30]1[cH:31][cH:32][c:33]([SH:36])[cH:34][cH:35]1.[K+:27].[K+:28].[c:1]1([N:7]=[C:8]([C:9]#[C:10][Si:11]([CH3:12])([CH3:13])[CH3:14])[S:15][CH:16]([CH:17]([CH2:18][CH3:19])[CH3:20])[CH2:21][CH3:22])[cH:2][cH:3][cH:4][cH:5][cH:6]1>>[c:1]1([N:7]=[C:8]([CH:9]=[CH:10][S:36][c:33]2[cH:32][cH:31][c:30]([F:29])[cH:35][cH:34]2)[S:15][CH:16]([CH:17]([CH2:18][CH3:19])[CH3:20])[CH2:21][CH3:22])[cH:2][cH:3][cH:4][cH:5][cH:6]1. Reactants: ClCCl, COc1cc(-c2ncc(C(F)(F)F)cc2Cl)ccc1Cl, O=C(OO)c1cccc(Cl)c1. Yields the product COc1cc(-c2c(Cl)cc(C(F)(F)F)c[n+]2[O-])ccc1Cl. Reaction SMILES: [CH2:32]([Cl:33])[Cl:34].[Cl:1][c:2]1[c:3](-[c:12]2[cH:13][c:14]([O:19][CH3:20])[c:15]([Cl:18])[cH:16][cH:17]2)[n:4][cH:5][c:6]([C:8]([F:9])([F:10])[F:11])[cH:7]1.[OH:21][O:22][C:23]([c:24]1[cH:25][c:26]([Cl:27])[cH:28][cH:29][cH:30]1)=[O:31]>>[Cl:1][c:2]1[c:3](-[c:12]2[cH:13][c:14]([O:19][CH3:20])[c:15]([Cl:18])[cH:16][cH:17]2)[n+:4]([O-:21])[cH:5][c:6]([C:8]([F:9])([F:10])[F:11])[cH:7]1. The reactants are Cc1cnc(N2CCN(C(=O)c3ccc(Cl)cc3N3CCCCS3(=O)=O)CC2)c(C)c1, O=C1NCCO1. Yields the product Cc1cnc(N2CCN(C(=O)c3ccc(N4CCOC4=O)cc3N3CCCCS3(=O)=O)CC2)c(C)c1. As a reaction SMILES: [Cl:1][c:2]1[cH:3][c:4]([N:24]2[S:25](=[O:30])(=[O:31])[CH2:26][CH2:27][CH2:28][CH2:29]2)[c:5]([C:8](=[O:9])[N:10]2[CH2:11][CH2:12][N:13]([c:16]3[n:17][cH:18][c:19]([CH3:23])[cH:20][c:21]3[CH3:22])[CH2:14][CH2:15]2)[cH:6][cH:7]1.[O:32]1[C:33](=[O:37])[NH:34][CH2:35][CH2:36]1>>[c:2]1([N:34]2[C:33](=[O:37])[O:32][CH2:36][CH2:35]2)[cH:3][c:4]([N:24]2[S:25](=[O:30])(=[O:31])[CH2:26][CH2:27][CH2:28][CH2:29]2)[c:5]([C:8](=[O:9])[N:10]2[CH2:11][CH2:12][N:13]([c:16]3[n:17][cH:18][c:19]([CH3:23])[cH:20][c:21]3[CH3:22])[CH2:14][CH2:15]2)[cH:6][cH:7]1.